From a dataset of the Open Reaction Database (ORD), a public repository of structured organic reaction records. describe an organic reaction: reactants, conditions, products, and yield The reactants are C(C)C1=CC=C(C=C1)C1CC(CN(C1)C(=O)OC1=CC=C(C=C1)[N+](=O)[O-])C(=O)OC (3-Methyl 1-(4-nitrophenyl) 5-(4-ethylphenyl)piperidine-1,3-dicarboxylate), N1CCSCC1 (thiomorpholine), C([O-])([O-])=O.[K+].[K+] (potassium carbonate). Run in CN(C)C=O (DMF). Conditions: temperature 150 celsius. The product is C(C)C1=CC=C(C=C1)C1CC(CN(C1)C(=O)N1CCSCC1)C(=O)OC (Methyl 5-(4-ethylphenyl)-1-(thiomorpholin-4-ylcarbonyl)piperidine-3-carboxylate). Reaction SMILES: [CH2:1]([C:3]1[CH:8]=[CH:7][C:6]([CH:9]2[CH2:14][N:13]([C:15](OC3C=CC([N+]([O-])=O)=CC=3)=[O:16])[CH2:12][CH:11]([C:27]([O:29][CH3:30])=[O:28])[CH2:10]2)=[CH:5][CH:4]=1)[CH3:2].[NH:31]1[CH2:36][CH2:35][S:34][CH2:33][CH2:32]1.C(=O)([O-])[O-].[K+].[K+]>CN(C=O)C>[CH2:1]([C:3]1[CH:4]=[CH:5][C:6]([CH:9]2[CH2:14][N:13]([C:15]([N:31]3[CH2:36][CH2:35][S:34][CH2:33][CH2:32]3)=[O:16])[CH2:12][CH:11]([C:27]([O:29][CH3:30])=[O:28])[CH2:10]2)=[CH:7][CH:8]=1)[CH3:2] |f:2.3.4|. Reported procedure: 5.00 g (12.1 mmol) of the compound from Example 45A, 3.57 g (36.4 mmol) of thiomorpholine and 5.03 g (36.4 mmol) of potassium carbonate were added to 76 ml of DMF and heated in 5 portions in a single-mode microwave (Emrys Optimizer) at 150° C. for 1.5 h. For workup, the reaction solutions were combined and filtered, and the residue was purified by means of preparative HPLC. Yield: 3.07 g (67% of theory) Reactants: C(C)(C)(C)OC(NC1=NC=C(N=C1Br)Br)=O ((3,5-Dibromo-pyrazin-2-yl)-carbamic acid tert-butyl ester), O.NN (Hydrazine monohydrate). Run in O1CCOCC1 (dioxane). Reaction conditions: time 2 hour. The product is C(C)(C)(C)OC(NC1=NC=C(N=C1NN)Br)=O ((5-bromo-3-hydrazino-pyrazin-2-yl)-carbamic acid tert-butyl ester), crude product. As a reaction SMILES: [C:1]([O:5][C:6](=[O:16])[NH:7][C:8]1[C:13](Br)=[N:12][C:11]([Br:15])=[CH:10][N:9]=1)([CH3:4])([CH3:3])[CH3:2].O.[NH2:18][NH2:19]>O1CCOCC1>[C:1]([O:5][C:6](=[O:16])[NH:7][C:8]1[C:13]([NH:18][NH2:19])=[N:12][C:11]([Br:15])=[CH:10][N:9]=1)([CH3:4])([CH3:3])[CH3:2] |f:1.2|. Procedure details: (3,5-Dibromo-pyrazin-2-yl)-carbamic acid tert-butyl ester (600 mg, 1.7 mmol) was dissolved in dioxane (10 mL) and cooled on an ice bath. Hydrazine monohydrate (3 mL, 61.7 mmol) was added and the mixture was stirred at room temperature for 2 hours. The reaction mixture was concentrated in vacuo and the remaining residue was re-dissolved in a mixture of ethylacetate, water and brine. The phases were separated and the aqeuous phase was extracted with ethyl acetate (3×30 mL). The combined organic ph... Yields the product C(C)(C)C1=CC=C2CC3=C(N(C=C3)C[C@@H](C)O)C2=C1 ((R)-1-(7-isopropyl-1,4-dihydro-indeno[1,2-b]pyrrol-1-yl)-propan-2-ol). Yield: 69.8%. Procedure details: A solution of 2.16 g of (RS)-2-(2-oxoethyl)-6-isopropyl-1-indanone and 80 mg of p-toluenesulfonic acid in 70 ml of anhydrous toluene was heated on a water separator. A solution of 3.0 g of (R)-1-amino-2-propanol in 20 ml of anhydrous toluene was added dropwise to the boiling solution over a period of 5 minutes. Subsequently, the mixture was boiled for an additional 45 minutes, during which time the solvent was reduced to a volume of 20 ml. The cooled reaction mixture was purified by column chrom... As a reaction SMILES: O=[CH:2][CH2:3][CH:4]1[CH2:12][C:11]2[C:6](=[CH:7][C:8]([CH:13]([CH3:15])[CH3:14])=[CH:9][CH:10]=2)[C:5]1=O.O.[NH2:18][CH2:19][C@H:20]([OH:22])[CH3:21]>C1(C)C=CC=CC=1.C1(C)C=CC(S(O)(=O)=O)=CC=1>[CH:13]([C:8]1[CH:7]=[C:6]2[C:11]([CH2:12][C:4]3[CH:3]=[CH:2][N:18]([CH2:19][C@H:20]([OH:22])[CH3:21])[C:5]=32)=[CH:10][CH:9]=1)([CH3:15])[CH3:14]. The solvent is C1(=CC=CC=C1)C (toluene), C1(=CC=CC=C1)C (toluene). Reagents/catalysts: C1(=CC=C(C=C1)S(=O)(=O)O)C (p-toluenesulfonic acid). Reactants: NC[C@@H](C)O ((R)-1-amino-2-propanol), O=CCC1C(C2=CC(=CC=C2C1)C(C)C)=O ((RS)-2-(2-oxoethyl)-6-isopropyl-1-indanone), O (water). Reaction conditions: time 45 minute.